This data is from the Open Reaction Database (ORD), a public repository of structured organic reaction records. The task is: describe an organic reaction: reactants, conditions, products, and yield The reactants are FC=1C=CC(=C2CC[C@H](C12)OC1=CC2=C([C@@H](CO2)CC(=O)OC)C=C1)B1OC(C(O1)(C)C)(C)C (methyl 2-((S)-6-((R)-7-fluoro-4-(4,4,5,5-tetramethyl-1,3,2-dioxaborolan-2-yl)-2,3-dihydro-1H-inden-1-yloxy)-2,3-dihydrobenzo-furan-3-yl)acetate), BrC1=C(C=C(O[Si](C)(C)C(C)(C)C)C=C1C)C ((4-bromo-3,5-dimethylphenoxy)(tert-butyl)dimethylsilane), Intermediate 1. The product is [Si](C)(C)(C(C)(C)C)OC1=CC(=C(C(=C1)C)C1=C2CC[C@H](C2=C(C=C1)F)OC1=CC2=C([C@@H](CO2)CC(=O)OC)C=C1)C (Methyl 2-((S)-6-((R)-4-(4-(tert-butyldimethylsilyloxy)-2,6-dimethylphenyl)-7-fluoro-2,3-dihydro-1H-inden-1-yloxy)-2,3-dihydrobenzofuran-3-yl)acetate). As a reaction SMILES: [F:1][C:2]1[CH:3]=[CH:4][C:5](B2OC(C)(C)C(C)(C)O2)=[C:6]2[C:10]=1[C@H:9]([O:11][C:12]1[CH:25]=[CH:24][C:15]3[C@H:16]([CH2:19][C:20]([O:22][CH3:23])=[O:21])[CH2:17][O:18][C:14]=3[CH:13]=1)[CH2:8][CH2:7]2.Br[C:36]1[C:49]([CH3:50])=[CH:48][C:39]([O:40][Si:41]([C:44]([CH3:47])([CH3:46])[CH3:45])([CH3:43])[CH3:42])=[CH:38][C:37]=1[CH3:51]>>[Si:41]([O:40][C:39]1[CH:48]=[C:49]([CH3:50])[C:36]([C:5]2[CH:4]=[CH:3][C:2]([F:1])=[C:10]3[C:6]=2[CH2:7][CH2:8][C@H:9]3[O:11][C:12]2[CH:25]=[CH:24][C:15]3[C@H:16]([CH2:19][C:20]([O:22][CH3:23])=[O:21])[CH2:17][O:18][C:14]=3[CH:13]=2)=[C:37]([CH3:51])[CH:38]=1)([C:44]([CH3:47])([CH3:46])[CH3:45])([CH3:43])[CH3:42]. Procedure: The title compound is prepared from methyl 2-((S)-6-((R)-7-fluoro-4-(4,4,5,5-tetramethyl-1,3,2-dioxaborolan-2-yl)-2,3-dihydro-1H-inden-1-yloxy)-2,3-dihydrobenzo-furan-3-yl)acetate and (4-bromo-3,5-dimethylphenoxy)(tert-butyl)dimethylsilane following a procedure analogous to that described in Step 5 of Intermediate 1. LC (method 4): tR=2.09 min; Mass spectrum (ESI+): m/z=599 [M+Na]+. Starting materials: Methyl 4-[4-(3,4-dimethoxyphenyl)(1,3-thiazol-2-yl)]-5-metltylthiophene-2-carboxylate, COC=1C=C(C=CC1OC)C(CBr)=O (1-(3,4-dimethoxyphenyl)-2-bromoethan-1-one), nitrile, NC(C=1C=C(SC1C)C(=O)OC)=S (methyl 4-(aminothioxomethyl)-5-methylthiophene-2-carboxylate). The product is COC=1C=C(C=CC1OC)C=1N=C(SC1)C=1C=C(SC1C)C(=O)OC (methyl 4-[4-(3,4-dimethoxyphenyl)(1,3-thiazol-2-yl)]-5-methylthiophene-2-carboxylate). Yield: 53.0%. As a reaction SMILES: [NH2:1][C:2](=[S:13])[C:3]1[CH:4]=[C:5]([C:9]([O:11][CH3:12])=[O:10])[S:6][C:7]=1[CH3:8].[CH3:14][O:15][C:16]1[CH:17]=[C:18]([C:24](=O)[CH2:25]Br)[CH:19]=[CH:20][C:21]=1[O:22][CH3:23]>>[CH3:14][O:15][C:16]1[CH:17]=[C:18]([C:24]2[N:1]=[C:2]([C:3]3[CH:4]=[C:5]([C:9]([O:11][CH3:12])=[O:10])[S:6][C:7]=3[CH3:8])[S:13][CH:25]=2)[CH:19]=[CH:20][C:21]=1[O:22][CH3:23]. Procedure: Methyl 4-[4-(3,4-dimethoxyphenyl)(1,3-thiazol-2-yl)]-5-metltylthiophene-2-carboxylate: A solution of 257 mg (0.48 mmol, based on a mixture containing 60% nitrile) of methyl 4-(aminothioxomethyl)-5-methylthiophene-2-carboxylate was reacted with 124 mg (0.48 nmuol) of 2-bromo-(3′, 4′-dimethoxy)-acetophenone (Example 31, step (a)) was reacted in a manner similar to Example 8, step (a) to give methyl 4-[4-(3,4-dimethoxyphenyl)(1,3-thiazol-2-yl)]-5-methylthiophene-2-carboxylate (95 mg, 53%) as a soli... Starting materials: FC1=C(C=CC=C1)S(=O)(=O)F (2-fluorobenzenesulfonyl fluoride), C[Si](C)(C)C(F)(F)F (Ruppert's reagent), tris(dimethylamino)sulfonium difluorotrimethylsilicate. The product is FC1=C(C=CC=C1)S(=O)(=O)C(F)(F)F (1-fluoro-2-((trifluoromethyl)sulfonyl)benzene). Reaction SMILES: [F:1][C:2]1[CH:7]=[CH:6][CH:5]=[CH:4][C:3]=1[S:8](F)(=[O:10])=[O:9].C[Si]([C:16]([F:19])([F:18])[F:17])(C)C>>[F:1][C:2]1[CH:7]=[CH:6][CH:5]=[CH:4][C:3]=1[S:8]([C:16]([F:19])([F:18])[F:17])(=[O:10])=[O:9]. Procedure details: reacting the 2-fluorobenzenesulfonyl fluoride, Ruppert's reagent (CH3SiCF3), and tris(dimethylamino)sulfonium difluorotrimethylsilicate to provide 1-fluoro-2-((trifluoromethyl)sulfonyl)benzene and isolating or not isolating the 1-fluoro-2-((trifluoromethyl)sulfonyl)benzene; The reactants are ClCC1=NC=2C(=NC(=CC2)SC2=CC(=CC(=C2)C)C)N1C (2-chloromethyl-5-(3,5-dimethylphenylthio)-3-methyl-3H-imidazo[4,5-b]pyridine), S(O)(O)(=O)=O (sulfuric acid), [N+](=O)(O)[O-] (nitric acid). Run in C(C)(=O)O (acetic acid). Run at time 64 hour. Yields the product ClCC1=NC=2C(=NC(=CC2)SC2=CC(=C(C(=C2)C)[N+](=O)[O-])C)N1C (2-Chloromethyl-5-(3,5-dimethyl-4-nitrophenylthio)-3-methyl-3H-imidazo[4,5-b]pyridine). As a reaction SMILES: [Cl:1][CH2:2][C:3]1[N:20]([CH3:21])[C:6]2=[N:7][C:8]([S:11][C:12]3[CH:17]=[C:16]([CH3:18])[CH:15]=[C:14]([CH3:19])[CH:13]=3)=[CH:9][CH:10]=[C:5]2[N:4]=1.S(=O)(=O)(O)O.[N+:27]([O-])([OH:29])=[O:28]>C(O)(=O)C>[Cl:1][CH2:2][C:3]1[N:20]([CH3:21])[C:6]2=[N:7][C:8]([S:11][C:12]3[CH:13]=[C:14]([CH3:19])[C:15]([N+:27]([O-:29])=[O:28])=[C:16]([CH3:18])[CH:17]=3)=[CH:9][CH:10]=[C:5]2[N:4]=1. Procedure details: To a mixture of 2-chloromethyl-5-(3,5-dimethylphenylthio)-3-methyl-3H-imidazo[4,5-b]pyridine (2.54 g), sulfuric acid (5 ml) and acetic acid (45 ml) was added nitric acid (0.52 ml) in an ice bath. The mixture was allowed to stand at room temperature for 64 hours. The reaction mixture was concentrated, diluted with water, neutralized with sodium bicarbonate and then extracted with ethyl acetate. The extract was concentrated. The residue was chromatographed on a silica gel column using ethyl acetat... Reactants: ClCCl, COC(=O)C=P(c1ccccc1)(c1ccccc1)c1ccccc1, Cc1ccc(C=O)cc1. Yields the product COC(=O)C=Cc1ccc(C)cc1. Reaction SMILES: [Cl:34][CH2:35][Cl:36].[c:1]1([P:2]([c:3]2[cH:4][cH:5][cH:6][cH:7][cH:8]2)([c:9]2[cH:10][cH:11][cH:12][cH:13][cH:14]2)=[CH:20][C:21](=[O:22])[O:23][CH3:24])[cH:15][cH:16][cH:17][cH:18][cH:19]1.[c:25]1([CH3:33])[cH:26][cH:27][c:28]([CH:31]=[O:32])[cH:29][cH:30]1>>[CH:20]([C:21](=[O:22])[O:23][CH3:24])=[CH:31][c:28]1[cH:27][cH:26][c:25]([CH3:33])[cH:30][cH:29]1.